From a dataset of the Open Reaction Database (ORD), a public repository of structured organic reaction records. describe an organic reaction: reactants, conditions, products, and yield Procedure: By substituting 2-hydroxy-3-(propenylphenoxy)propylamine (3.61 g, 0.0174 moles) for the starting material of Example 1, N6 -{2-hydroxy-3-[(2-propenyl)phenoxy]propyl}adenosine was obtained. Reaction SMILES: OC(COC1C=CC=CC=1C=CC)CN.[OH:16][CH:17]([CH2:38][O:39][C:40]1[C:49]2[C:44](=C[CH:46]=[CH:47][CH:48]=2)[CH:43]=[CH:42][CH:41]=1)[CH2:18][NH:19][C:20]1[C:21]2[N:22]=[CH:23][N:24]([C:34]=2[N:35]=[CH:36][N:37]=1)[C@@H:25]1[O:33][C@H:30]([CH2:31][OH:32])[C@@H:28]([OH:29])[C@H:26]1[OH:27]>>[OH:16][CH:17]([CH2:38][O:39][C:40]1[CH:41]=[CH:42][CH:43]=[CH:44][C:49]=1[CH2:48][CH:47]=[CH2:46])[CH2:18][NH:19][C:20]1[C:21]2[N:22]=[CH:23][N:24]([C:34]=2[N:35]=[CH:36][N:37]=1)[C@@H:25]1[O:33][C@H:30]([CH2:31][OH:32])[C@@H:28]([OH:29])[C@H:26]1[OH:27]. Product: OC(CNC=1C=2N=CN([C@H]3[C@H](O)[C@H](O)[C@@H](CO)O3)C2N=CN1)COC1=C(C=CC=C1)CC=C (N6 -{2-hydroxy-3-[(2-propenyl)phenoxy]propyl}adenosine). Starting materials: OC(CN)COC1=C(C=CC=C1)C=CC (2-hydroxy-3-(propenylphenoxy)propylamine), OC(CNC=1C=2N=CN([C@H]3[C@H](O)[C@H](O)[C@@H](CO)O3)C2N=CN1)COC1=CC=CC2=CC=CC=C12 (N6 -[2-hydroxy-3-(1-naphthalenyloxy)propyl]adenosine). Reactants: C(C1=CC=[N+](C=C1)[O-])(=O)O (isonicotinic acid N-oxide), P(=O)(Cl)(Cl)Cl (phosphorus oxychloride), P(Cl)(Cl)(Cl)(Cl)Cl (phosphorus pentachloride). The solvent is O (water). Run at time 8 hour. The product is ClC1=NC=CC(=C1)C(=O)O (2-chloro-4-pyridinecarboxylic acid). The yield is 66.0%. Reaction SMILES: [C:1]([OH:10])(=[O:9])[C:2]1[CH:7]=[CH:6][N+:5]([O-])=[CH:4][CH:3]=1.P(Cl)(Cl)([Cl:13])=O.P(Cl)(Cl)(Cl)(Cl)Cl>O>[Cl:13][C:6]1[CH:7]=[C:2]([C:1]([OH:10])=[O:9])[CH:3]=[CH:4][N:5]=1. Procedure details: 87 g of isonicotinic acid N-oxide, 350 ml of phosphorus oxychloride and 192 g of phosphorus pentachloride were mixed and refluxed for 3 hours. The reaction mixture was poured into water and left to stand overnight. The resulting precipitate was collected by filtration, and recrystallized from ethanol to give 65 g (66 %) of 2-chloro-4-pyridinecarboxylic acid.